From a dataset of the Open Reaction Database (ORD), a public repository of structured organic reaction records. describe an organic reaction: reactants, conditions, products, and yield The reactants are [OH-].[Na+] (Sodium hydroxide), CC(C)OC1=C(C=C(C=N1)C1=NC(=NO1)C=1C=C2C=C(NC2=CC1)CCC(=O)OCC)C(F)(F)F (ethyl 3-(5-{5-[6-[(1-methylethyl)oxy]-5-(trifluoromethyl)-3-pyridinyl]-1,2,4-oxadiazol-3-yl}-1H-indol-2-yl)propanoate), Cl (HCl). Solvent: C1CCOC1 (THF), C(C)(C)O (isopropanol), O (water). The product is CC(C)OC1=C(C=C(C=N1)C1=NC(=NO1)C=1C=C2C=C(NC2=CC1)CCC(=O)O)C(F)(F)F (3-(5-{5-[6-[(1-methylethyl)oxy]-5-(trifluoromethyl)-3-pyridinyl]-1,2,4-oxadiazol-3-yl}-1H-indol-2-yl)propanoic acid). The yield is 47.7%. RXN SMILES: [OH-].[Na+].[CH3:3][CH:4]([O:6][C:7]1[N:12]=[CH:11][C:10]([C:13]2[O:17][N:16]=[C:15]([C:18]3[CH:19]=[C:20]4[C:24](=[CH:25][CH:26]=3)[NH:23][C:22]([CH2:27][CH2:28][C:29]([O:31]CC)=[O:30])=[CH:21]4)[N:14]=2)=[CH:9][C:8]=1[C:34]([F:37])([F:36])[F:35])[CH3:5].Cl>C1COCC1.C(O)(C)C.O>[CH3:5][CH:4]([O:6][C:7]1[N:12]=[CH:11][C:10]([C:13]2[O:17][N:16]=[C:15]([C:18]3[CH:19]=[C:20]4[C:24](=[CH:25][CH:26]=3)[NH:23][C:22]([CH2:27][CH2:28][C:29]([OH:31])=[O:30])=[CH:21]4)[N:14]=2)=[CH:9][C:8]=1[C:34]([F:36])([F:37])[F:35])[CH3:3] |f:0.1|. Procedure details: Sodium hydroxide (36 mg) was added to a solution of ethyl 3-(5-{5-[6-[(1-methylethyl)oxy]-5-(trifluoromethyl)-3-pyridinyl]-1,2,4-oxadiazol-3-yl}-1H-indol-2-yl)propanoate (D117) (89 mg) in THF (1 mL), isopropanol (1 mL) and water (0.5 mL). The mixture was stirred at room temperature until LCMS showed no starting material. The mixture was neutralized with 2 M HCl till pH ˜6.0. The crude product was purified by Mass Directed Auto Prep to afford of 3-(5-{5-[6-[(1-methylethyl)oxy]-5-(trifluoromethyl)... The reactants are N12CCCCCC2=NCCC1 (1,8-diazabicyclo-[5.4.0]-undec-7-ene), BrCCN1C(C=2C(C1=O)=CC=CC2)=O (N-(2-bromoethyl)phthalimide), O (water). Solvent: CN(C(C)=O)C (N,N-dimethylacetamide). Run at temperature 50 celsius, time 2 hour. Product: C(=C)N1C(C=2C(C1=O)=CC=CC2)=O (N-vinylphthalimide). RXN SMILES: N12CCCN=C1CCCCC2.Br[CH2:13][CH2:14][N:15]1[C:19](=[O:20])[C:18]2=[CH:21][CH:22]=[CH:23][CH:24]=[C:17]2[C:16]1=[O:25].O>CN(C)C(=O)C>[CH:14]([N:15]1[C:19](=[O:20])[C:18]2=[CH:21][CH:22]=[CH:23][CH:24]=[C:17]2[C:16]1=[O:25])=[CH2:13]. Procedure details: Over a period of 2 hours, 2.3 g of 1,8-diazabicyclo-[5.4.0]-undec-7-ene were added dropwise to a solution of 3.5 kg of N-(2-bromoethyl)phthalimide in 9.6 l of N,N-dimethylacetamide. During the addition, the temperature increased to 50° C. After the addition had ended, stirring was continued for 17 hours. The batch was poured into 29 l of water and filtered, and the filtration residue was dried at from 30 to 40° C. This gave 1.95 kg of product (=82% of theory) of melting point 79-80° C. The reactants are CC(NC(=O)OC(C)(C)C)C1Cc2ccccc2C(c2ccc(Cl)c(Cl)c2)C1, ClCCl, O=C(O)C(F)(F)F. The product is CC(N)C1Cc2ccccc2C(c2ccc(Cl)c(Cl)c2)C1. Reaction SMILES: [Cl:1][c:2]1[cH:3][c:4]([CH:9]2[CH2:10][CH:11]([CH:19]([CH3:20])[NH:21][C:22](=[O:23])[O:24][C:25]([CH3:26])([CH3:27])[CH3:28])[CH2:12][c:13]3[cH:14][cH:15][cH:16][cH:17][c:18]32)[cH:5][cH:6][c:7]1[Cl:8].[Cl:36][CH2:37][Cl:38].[F:29][C:30]([F:31])([F:32])[C:33]([OH:34])=[O:35]>>[Cl:1][c:2]1[cH:3][c:4]([CH:9]2[CH2:10][CH:11]([CH:19]([CH3:20])[NH2:21])[CH2:12][c:13]3[cH:14][cH:15][cH:16][cH:17][c:18]32)[cH:5][cH:6][c:7]1[Cl:8]. The product is CC(c1ccc(-c2cncnc2)cc1Cl)C(O)(c1ccc2oc(=O)n(C)c2c1)C(F)(F)F. As a reaction SMILES: [Br:36][c:37]1[cH:38][n:39][cH:40][n:41][cH:42]1.[Cl:1][c:2]1[c:3]([CH:17]([C:18]([C:19]([F:20])([F:21])[F:22])([OH:23])[c:24]2[cH:25][cH:26][c:27]3[c:28]([n:29]([CH3:33])[c:30](=[O:32])[o:31]3)[cH:34]2)[CH3:35])[cH:4][cH:5][c:6]([B:8]2[O:9][C:10]([CH3:11])([CH3:12])[C:13]([CH3:14])([CH3:15])[O:16]2)[cH:7]1>>[Cl:1][c:2]1[c:3]([CH:17]([C:18]([C:19]([F:20])([F:21])[F:22])([OH:23])[c:24]2[cH:25][cH:26][c:27]3[c:28]([n:29]([CH3:33])[c:30](=[O:32])[o:31]3)[cH:34]2)[CH3:35])[cH:4][cH:5][c:6](-[c:37]2[cH:38][n:39][cH:40][n:41][cH:42]2)[cH:7]1. Starting materials: Brc1cncnc1, CC(c1ccc(B2OC(C)(C)C(C)(C)O2)cc1Cl)C(O)(c1ccc2oc(=O)n(C)c2c1)C(F)(F)F. Reactants: CC(C(O)C1=C(N=C(S1)C1=CC=C(C=C1)C(F)(F)F)C)C ([rac]-2-methyl-1-[4-methyl-2-(4-trifluoromethyl-phenyl)-thiazol-5-yl]-propan-1-ol), C(CCC)P(CCCC)CCCC (tributylphosphine), CN(C(=O)N=NC(=O)N(C)C)C (N,N,N′,N′-tetramethyl azodicarboxamide), C(C)(C)(C)OC(CN1C=CC2=CC=C(C=C12)O)=O ((6-hydroxy-indol-1-yl)-acetic acid tert-butyl ester). Yields the product C(C)(C)(C)OC(CN1C=CC2=CC=C(C=C12)OC(C(C)C)C1=C(N=C(S1)C1=CC=C(C=C1)C(F)(F)F)C)=O ([rac]-(6-{2-methyl-1-[4-methyl-2-(4-trifluoromethyl-phenyl)-thiazol-5-yl]-propoxy}-indol-1-yl)-acetic acid tert-butyl ester). Reaction SMILES: [C:1]([O:5][C:6](=[O:18])[CH2:7][N:8]1[C:16]2[C:11](=[CH:12][CH:13]=[C:14]([OH:17])[CH:15]=2)[CH:10]=[CH:9]1)([CH3:4])([CH3:3])[CH3:2].[CH3:19][CH:20]([CH3:39])[CH:21]([C:23]1[S:27][C:26]([C:28]2[CH:33]=[CH:32][C:31]([C:34]([F:37])([F:36])[F:35])=[CH:30][CH:29]=2)=[N:25][C:24]=1[CH3:38])O.C(P(CCCC)CCCC)CCC.CN(C)C(N=NC(N(C)C)=O)=O>>[C:1]([O:5][C:6](=[O:18])[CH2:7][N:8]1[C:16]2[C:11](=[CH:12][CH:13]=[C:14]([O:17][CH:21]([C:23]3[S:27][C:26]([C:28]4[CH:33]=[CH:32][C:31]([C:34]([F:36])([F:37])[F:35])=[CH:30][CH:29]=4)=[N:25][C:24]=3[CH3:38])[CH:20]([CH3:39])[CH3:19])[CH:15]=2)[CH:10]=[CH:9]1)([CH3:4])([CH3:2])[CH3:3]. Procedure details: In analogy to the procedure described in example 3 c], (6-hydroxy-indol-1-yl)-acetic acid tert-butyl ester (example 6 b]) was reacted with [rac]-2-methyl-1-[4-methyl-2-(4-trifluoromethyl-phenyl)-thiazol-5-yl]-propan-1-ol [PCT Int. Appl. (2002), WO 02/062774 A1] in the presence of tributylphosphine and N,N,N′,N′-tetramethyl azodicarboxamide to yield [rac]-(6-{2-methyl-1-[4-methyl-2-(4-trifluoromethyl-phenyl)-thiazol-5-yl]-propoxy}-indol-1-yl)-acetic acid tert-butyl ester as light yellow gum. Reactants: Cc1cc(Br)c(O)c([N+](=O)[O-])c1, O=C([O-])[O-], CC(C)=O, CI, [K+], [K+]. Yields the product COc1c(Br)cc(C)cc1[N+](=O)[O-]. RXN SMILES: [Br:1][c:2]1[c:3]([OH:12])[c:4]([N+:9](=[O:10])[O-:11])[cH:5][c:6]([CH3:8])[cH:7]1.[C:13](=[O:14])([O-:15])[O-:16].[CH3:21][C:22](=[O:23])[CH3:24].[I:19][CH3:20].[K+:17].[K+:18]>>[Br:1][c:2]1[c:3]([O:12][CH3:13])[c:4]([N+:9](=[O:10])[O-:11])[cH:5][c:6]([CH3:8])[cH:7]1. Reactants: CCC(NC(=O)c1cncc2c1cnn2-c1ccc(F)cc1)c1ccnc(Br)c1, CCCCO, CN1CCNCC1, CCN(C(C)C)C(C)C. The product is CCC(NC(=O)c1cncc2c1cnn2-c1ccc(F)cc1)c1ccnc(N2CCN(C)CC2)c1. Reaction SMILES: [Br:1][c:2]1[n:3][cH:4][cH:5][c:6]([CH:8]([CH2:9][CH3:10])[NH:11][C:12](=[O:13])[c:14]2[c:15]3[c:16]([cH:17][n:18][cH:19]2)[n:20](-[c:23]2[cH:24][cH:25][c:26]([F:29])[cH:27][cH:28]2)[n:21][cH:22]3)[cH:7]1.[CH2:46]([OH:47])[CH2:48][CH2:49][CH3:50].[CH3:30][N:31]1[CH2:32][CH2:33][NH:34][CH2:35][CH2:36]1.[CH:37]([N:38]([CH2:39][CH3:40])[CH:41]([CH3:42])[CH3:43])([CH3:44])[CH3:45]>>[c:2]1([N:34]2[CH2:33][CH2:32][N:31]([CH3:30])[CH2:36][CH2:35]2)[n:3][cH:4][cH:5][c:6]([CH:8]([CH2:9][CH3:10])[NH:11][C:12](=[O:13])[c:14]2[c:15]3[c:16]([cH:17][n:18][cH:19]2)[n:20](-[c:23]2[cH:24][cH:25][c:26]([F:29])[cH:27][cH:28]2)[n:21][cH:22]3)[cH:7]1.